This data is from the Open Reaction Database (ORD), a public repository of structured organic reaction records. The task is: describe an organic reaction: reactants, conditions, products, and yield Starting materials: CC=1C=C(C(=O)OC)C=C(C1)C (methyl 3,5-dimethylbenzoate), C1(=CC=CC=C1)O (phenol), C1(=CC=CC=C1)O (phenol). Reagents/catalysts: [O-]C1=CC=CC=C1.[O-]C1=CC=CC=C1.[O-]C1=CC=CC=C1.[O-]C1=CC=CC=C1.[Ti+4].C1(=CC=CC=C1)O (titanium tetraphenoxide phenol). Product: CC=1C=C(C(=O)OC2=CC=CC=C2)C=C(C1)C (phenyl 3,5-dimethylbenzoate), CC=1C=C(C(=O)OC)C=C(C1)C (methyl 3,5-dimethylbenzoate). As a reaction SMILES: [CH3:1][C:2]1[CH:3]=[C:4]([CH:9]=[C:10]([CH3:12])[CH:11]=1)[C:5]([O:7][CH3:8])=[O:6].[C:13]1(O)[CH:18]=[CH:17]C=[CH:15][CH:14]=1>[O-]C1C=CC=CC=1.[O-]C1C=CC=CC=1.[O-]C1C=CC=CC=1.[O-]C1C=CC=CC=1.[Ti+4].C1(O)C=CC=CC=1>[CH3:1][C:2]1[CH:3]=[C:4]([CH:9]=[C:10]([CH3:12])[CH:11]=1)[C:5]([O:7][C:8]1[CH:17]=[CH:18][CH:13]=[CH:14][CH:15]=1)=[O:6].[CH3:1][C:2]1[CH:3]=[C:4]([CH:9]=[C:10]([CH3:12])[CH:11]=1)[C:5]([O:7][CH3:8])=[O:6] |f:2.3.4.5.6.7|. Procedure details: Into this autoclave were charged methyl 3,5-dimethylbenzoate 90 g (550 mmole), phenol 207 g (2200 mmole) and titanium tetraphenoxide/phenol adduct 2.8 g (5.5 mmole) in a state such that the phenol was melting. The autoclave was sealed and then cooled with ice. After sufficient cooling, the inner gas was evacuated with a vacuum pump. Then, the contents were heated and reacted for three hours at 230° C. Furthermore, during the reaction, the liquid held in the reservoir was continuously removed wit... The reactants are NC1=CC=C2C(=N1)C(=CN2)C2CCN(CC2)CC (5-amino-3-(1-ethylpiperidin-4-yl)pyrrolo[3,2-b]pyridine), C(C1=CC=CC=C1)(=O)Cl (benzoyl chloride). The product is C(C1=CC=CC=C1)(=O)NC1=CC=C2C(=N1)C(=CN2)C2CCN(CC2)CC (5-(N-[benzoyl]amino)-3-(1-ethylpiperidin-4-yl)pyrrolo[3,2-b]pyridine). As a reaction SMILES: [NH2:1][C:2]1[N:7]=[C:6]2[C:8]([CH:11]3[CH2:16][CH2:15][N:14]([CH2:17][CH3:18])[CH2:13][CH2:12]3)=[CH:9][NH:10][C:5]2=[CH:4][CH:3]=1.[C:19](Cl)(=[O:26])[C:20]1[CH:25]=[CH:24][CH:23]=[CH:22][CH:21]=1>>[C:19]([NH:1][C:2]1[N:7]=[C:6]2[C:8]([CH:11]3[CH2:16][CH2:15][N:14]([CH2:17][CH3:18])[CH2:13][CH2:12]3)=[CH:9][NH:10][C:5]2=[CH:4][CH:3]=1)(=[O:26])[C:20]1[CH:25]=[CH:24][CH:23]=[CH:22][CH:21]=1. Procedure details: Beginning with 0.015 gm (0.061 mMol) 5-amino-3-(1-ethylpiperidin-4-yl)pyrrolo[3,2-b]pyridine and 0.009 mL (0.080 mMol) benzoyl chloride, the title compound was prepared essentially by the procedure described in Example 7. Reactants: FC1=CC(=C(C(=O)O)C=C1)S (4-fluoro-2-mercaptobenzoic acid), C(#N)C1=NC=CC=C1 (2-cyanopyridine). The solvent is N1=CC=CC=C1 (pyridine). Run at temperature 135 celsius. The product is FC1=CC2=C(C(N=C(S2)C2=NC=CC=C2)=O)C=C1 (7-Fluoro-2-(2-pyridyl)-4H-1,3-benzothiazine-4-one). Isolated yield 1.2%. RXN SMILES: [F:1][C:2]1[CH:10]=[CH:9][C:5]([C:6]([OH:8])=O)=[C:4]([SH:11])[CH:3]=1.[C:12]([C:14]1[CH:19]=[CH:18][CH:17]=[CH:16][N:15]=1)#[N:13]>N1C=CC=CC=1>[F:1][C:2]1[CH:10]=[CH:9][C:5]2[C:6](=[O:8])[N:13]=[C:12]([C:14]3[CH:19]=[CH:18][CH:17]=[CH:16][N:15]=3)[S:11][C:4]=2[CH:3]=1. Procedure: A mixture of 4-fluoro-2-mercaptobenzoic acid (5.00 g, 29.0 mmol), 2-cyanopyridine (3.05 g, 29.3 mmol) and pyridine (30.0 ml) was refluxed at 135° C. for 48 hrs as described in Example 9. The reaction mixture was concentrated. The residue was subjected to a silica gel column chromatography and eluted with hexane-ethyl acetate (2:1, v/v). The resultant product was recrystallized from ethanol to give the titled compound (0.09 g, 1%). The reactants are O=C1CCC(=O)N1Br, CN(C)C=O, O, N#Cc1ccc2ccsc2c1. The product is N#Cc1ccc2c(Br)csc2c1. As a reaction SMILES: [Br:12][N:13]1[C:14](=[O:15])[CH2:16][CH2:17][C:18]1=[O:19].[O:20]=[CH:21][N:22]([CH3:23])[CH3:24].[OH2:25].[s:1]1[cH:2][cH:3][c:4]2[c:5]1[cH:6][c:7]([C:10]#[N:11])[cH:8][cH:9]2>>[s:1]1[cH:2][c:3]([Br:12])[c:4]2[c:5]1[cH:6][c:7]([C:10]#[N:11])[cH:8][cH:9]2. Run at temperature -78 celsius, time 10 minute. Yields the product FC(C(=O)C=1N(C=C(N1)CC(C)(C)C)S(=O)(=O)N(C)C)(C1=CC=C(C=C1)C1=NC=C(C=C1)F)F (2-{difluoro[4-(5-fluoropyridin-2-yl)phenyl]acetyl}-4-(2,2-dimethylpropyl)-N,N-dimethyl-1H-imidazole-1-sulfonamide). Reported procedure: n-Butyllithium (1.6 M in hexane) (0.60 mL, 0.96 mmol) was added to a −78° C. solution of 4-(2,2-dimethylpropyl)-N,N-dimethyl-1H-imidazole-1-sulfonamide (234 mg, 0.96 mmol) in tetrahydrofuran (10 mL). After stirring at −78° C. for 10 min, 2,2-difluoro-2-[4-(5-fluoropyridin-2-yl)phenyl]-N-methoxy-N-methylacetamide (296 mg, 0.96 mmol) was added and the reaction allowed to warm to ambient temperature, quenched with water and extracted with methylene chloride and ethyl acetate. The combined organic e... Reactants: C(CCC)[Li] (n-Butyllithium), CC(CC=1N=CN(C1)S(=O)(=O)N(C)C)(C)C (4-(2,2-dimethylpropyl)-N,N-dimethyl-1H-imidazole-1-sulfonamide), FC(C(=O)N(C)OC)(C1=CC=C(C=C1)C1=NC=C(C=C1)F)F (2,2-difluoro-2-[4-(5-fluoropyridin-2-yl)phenyl]-N-methoxy-N-methylacetamide). As a reaction SMILES: C([Li])CCC.[CH3:6][C:7]([CH3:21])([CH3:20])[CH2:8][C:9]1[N:10]=[CH:11][N:12]([S:14]([N:17]([CH3:19])[CH3:18])(=[O:16])=[O:15])[CH:13]=1.[F:22][C:23]([F:43])([C:30]1[CH:35]=[CH:34][C:33]([C:36]2[CH:41]=[CH:40][C:39]([F:42])=[CH:38][N:37]=2)=[CH:32][CH:31]=1)[C:24](N(OC)C)=[O:25]>O1CCCC1>[F:43][C:23]([F:22])([C:30]1[CH:31]=[CH:32][C:33]([C:36]2[CH:41]=[CH:40][C:39]([F:42])=[CH:38][N:37]=2)=[CH:34][CH:35]=1)[C:24]([C:11]1[N:12]([S:14]([N:17]([CH3:19])[CH3:18])(=[O:16])=[O:15])[CH:13]=[C:9]([CH2:8][C:7]([CH3:21])([CH3:20])[CH3:6])[N:10]=1)=[O:25]. Solvent: O1CCCC1 (tetrahydrofuran). The reactants are acid chloride, C1=C(C=CC2=CC=CC=C12)OCCOC1=CC=C(C=C1)C(C(=O)O)=O (4-[[2-(2-naphthalenyloxy)ethyl]oxy]-alpha-oxobenzene-acetic acid), C(COCCOCCO)O (triethylene glycol). The solvent is ClCCl (dichloromethane), ClCCl (dichloro-methane). Run at time 1 hour. The product is OCCOCCOCCOC(C(C1=CC=C(C=C1)OCCOC1=CC2=CC=CC=C2C=C1)=O)=O (4-[[2-(2-NAPHTHALENYLOXY)ETHYL]OXY]-ALPHA-OXOBENZENEACETIC ACID 2-[2-(2-HYDROXYETHOXY)ETHOXY]ETHYL ESTER). Reaction SMILES: [CH:1]1[C:10]2[C:5](=[CH:6][CH:7]=[CH:8][CH:9]=2)[CH:4]=[CH:3][C:2]=1[O:11][CH2:12][CH2:13][O:14][C:15]1[CH:20]=[CH:19][C:18]([C:21](=[O:25])[C:22]([OH:24])=[O:23])=[CH:17][CH:16]=1.[CH2:26]([OH:35])[CH2:27][O:28][CH2:29][CH2:30][O:31][CH2:32][CH2:33]O>ClCCl>[OH:35][CH2:26][CH2:27][O:28][CH2:29][CH2:30][O:31][CH2:32][CH2:33][O:23][C:22](=[O:24])[C:21](=[O:25])[C:18]1[CH:19]=[CH:20][C:15]([O:14][CH2:13][CH2:12][O:11][C:2]2[CH:3]=[CH:4][C:5]3[C:10](=[CH:9][CH:8]=[CH:7][CH:6]=3)[CH:1]=2)=[CH:16][CH:17]=1. Reported procedure: The acid chloride, prepared from 4-[[2-(2-naphthalenyloxy)ethyl]oxy]-alpha-oxobenzene-acetic acid (0.5 g) as described in Example 6, was dissolved in dichloromethane (10 mL) and added dropwise to a stirred, cold (<-50° C.) mixture of triethylene glycol (0.9 g) in dichloro-methane (10 mL). The cooling bath was removed and the mixture stirred for 1 hour at room temperature. The mixture was diluted with dichloromethane and washed once with saturated aqueous sodium bicarbonate, once with water, and ... Starting materials: CC(=O)[O-], CC(C)=O, O=Cc1ccc(OCCc2ccc(OS(=O)(=O)C(F)(F)F)cc2)cc1, [Na+], O, O=C1CSC(=O)N1. Yields the product O=C1NC(=O)C(=Cc2ccc(OCCc3ccc(OS(=O)(=O)C(F)(F)F)cc3)cc2)S1. As a reaction SMILES: [CH3:34][C:35](=[O:36])[O-:37].[CH3:38][C:39]([CH3:40])=[O:41].[F:1][C:2]([S:3](=[O:4])(=[O:5])[O:6][c:7]1[cH:8][cH:9][c:10]([CH2:13][CH2:14][O:15][c:16]2[cH:17][cH:18][c:19]([CH:22]=[O:23])[cH:20][cH:21]2)[cH:11][cH:12]1)([F:24])[F:25].[Na+:33].[OH2:42].[S:26]1[C:27](=[O:32])[NH:28][C:29](=[O:31])[CH2:30]1>>[F:1][C:2]([S:3](=[O:4])(=[O:5])[O:6][c:7]1[cH:8][cH:9][c:10]([CH2:13][CH2:14][O:15][c:16]2[cH:17][cH:18][c:19]([CH:22]=[C:30]3[S:26][C:27](=[O:32])[NH:28][C:29]3=[O:31])[cH:20][cH:21]2)[cH:11][cH:12]1)([F:24])[F:25]. The reactants are O (water), FC(C=1N=CNC(C1)=O)(F)F (4-trifluoromethylpyrimidin-6-one), ClC1(C(C=C(C(=C1[N+](=O)[O-])Cl)[N+](=O)[O-])(F)F)F (2,4-dichloro-3,5-dinitrotrifluorobenzene), C([O-])([O-])=O.[K+].[K+] (potassium carbonate). The solvent is CN(C=O)C (dimethylformamide). Conditions: time 15 minute. Product: ClC=1C(=C(C(=CC1C(F)(F)F)[N+](=O)[O-])N1C=NC(=CC1=O)C(F)(F)F)[N+](=O)[O-] (1-(3-chloro-2,6-dinitro-4-trifluoromethylphenyl)-4-trifluoromethylpyrimidin-6-one). RXN SMILES: [F:1][C:2]([F:11])([F:10])[C:3]1[N:4]=[CH:5][NH:6][C:7](=[O:9])[CH:8]=1.[Cl:12][C:13]1(F)[C:18]([N+:19]([O-:21])=[O:20])=[C:17](Cl)[C:16]([N+:23]([O-:25])=[O:24])=[CH:15][C:14]1(F)F.C(=O)([O-])[O-].[K+].[K+].O>CN(C)C=O>[Cl:12][C:13]1[C:18]([N+:19]([O-:21])=[O:20])=[C:17]([N:6]2[C:7](=[O:9])[CH:8]=[C:3]([C:2]([F:1])([F:10])[F:11])[N:4]=[CH:5]2)[C:16]([N+:23]([O-:25])=[O:24])=[CH:15][C:14]=1[C:2]([F:11])([F:10])[F:1] |f:2.3.4|. Reported procedure: A mixture of 4-trifluoromethylpyrimidin-6-one (0.48 g), 2,4-dichloro-3,5-dinitrotrifluorobenzene (0.9 g) and potassium carbonate (0.41 g) in dry dimethylformamide (10 ml) was vigorously stirred at ambient temperature for a period of 15 minutes. The reaction mixture was then poured into water, and extracted into ethyl acetate. After drying and evaporation of the solvent, under reduced pressure, the residue was subjected to chromatography on silica gel using 30% (by volume) ethylacetate in petrole... Reactants: C(#N)C1=CC=C(C(=O)NC2=NC3=C(N2CCOC)C=CC(=C3)CO)C=C1 (4-cyano-N-[5-hydroxymethyl-1-(2-methoxy-ethyl)-1H-benzimidazol-2-yl]-benzamide). The reagents and catalysts are [O-2].[Mn+4].[O-2] (manganese (IV) oxide). The solvent is CC(=O)C (acetone). Conditions: time 8 hour. Yields the product C(#N)C1=CC=C(C(=O)NC2=NC3=C(N2CCOC)C=CC(=C3)C=O)C=C1 (4-cyano-N-[5-formyl-1-(2-methoxy-ethyl)-1H-benzimidazol-2-yl]-benzamide). Yield: 88.9%. Reaction SMILES: [C:1]([C:3]1[CH:26]=[CH:25][C:6]([C:7]([NH:9][C:10]2[N:14]([CH2:15][CH2:16][O:17][CH3:18])[C:13]3[CH:19]=[CH:20][C:21]([CH2:23][OH:24])=[CH:22][C:12]=3[N:11]=2)=[O:8])=[CH:5][CH:4]=1)#[N:2]>CC(C)=O.[O-2].[Mn+4].[O-2]>[C:1]([C:3]1[CH:4]=[CH:5][C:6]([C:7]([NH:9][C:10]2[N:14]([CH2:15][CH2:16][O:17][CH3:18])[C:13]3[CH:19]=[CH:20][C:21]([CH:23]=[O:24])=[CH:22][C:12]=3[N:11]=2)=[O:8])=[CH:25][CH:26]=1)#[N:2] |f:2.3.4|. Procedure: To a solution of 4-cyano-N-[5-hydroxymethyl-1-(2-methoxy-ethyl)-1H-benzimidazol-2-yl]-benzamide (15.4 mg, 0.042 mmol) in acetone (2 mL) was added manganese (IV) oxide (43 mg, 0.42 mmol). After stirring overnight, the black suspension was filtered thru diatomaceous earth and the filtrate concentrated. The filtrate was dissolved in acetone and run through a 2 g SepPak silica gel cartridge to afford 4-cyano-N-[5-formyl-1-(2-methoxy-ethyl)-1H-benzimidazol-2-yl]-benzamide as a white solid (13 mg, 84%...